From a dataset of the Open Reaction Database (ORD), a public repository of structured organic reaction records. describe an organic reaction: reactants, conditions, products, and yield Reactants: C1CCOC1, COC(=O)c1ccc(OC)c2c1OCC1(CO2)COC(C)(C)OC1, C[Si](C)(C)[N-][Si](C)(C)C, Cc1c(Cl)cncc1Cl, [Li+]. Yields the product COc1ccc(C(=O)Cc2c(Cl)cncc2Cl)c2c1OCC1(CO2)COC(C)(C)OC1. Reaction SMILES: [CH2:44]1[O:45][CH2:46][CH2:47][CH2:48]1.[CH3:10][O:11][C:12](=[O:13])[c:14]1[cH:15][cH:16][c:17]([O:32][CH3:33])[c:18]2[c:24]1[O:23][CH2:22][C:21]1([CH2:20][O:19]2)[CH2:25][O:26][C:27]([CH3:30])([CH3:31])[O:28][CH2:29]1.[CH3:35][Si:36]([N-:37][Si:38]([CH3:39])([CH3:40])[CH3:41])([CH3:42])[CH3:43].[Cl:1][c:2]1[cH:3][n:4][cH:5][c:6]([Cl:9])[c:7]1[CH3:8].[Li+:34]>>[Cl:1][c:2]1[cH:3][n:4][cH:5][c:6]([Cl:9])[c:7]1[CH2:8][C:12](=[O:11])[c:14]1[cH:15][cH:16][c:17]([O:32][CH3:33])[c:18]2[c:24]1[O:23][CH2:22][C:21]1([CH2:20][O:19]2)[CH2:25][O:26][C:27]([CH3:30])([CH3:31])[O:28][CH2:29]1. The reactants are C=CCC(NC(=O)OCc1ccccc1)C(=O)N1CCN(C(=O)OCC)CC1, C[N+]1([O-])CCOCC1, CC(C)=O, [Na+], O=[Os](=O)(=O)=O, O, O, O=S([O-])O. The product is CCOC(=O)N1CCN(C(=O)C(CC(O)CO)NC(=O)OCc2ccccc2)CC1. As a reaction SMILES: [CH2:1]([CH3:2])[O:3][C:4](=[O:5])[N:6]1[CH2:7][CH2:8][N:9]([C:12]([CH:13]([CH2:14][CH:15]=[CH2:16])[NH:17][C:18](=[O:19])[O:20][CH2:21][c:22]2[cH:23][cH:24][cH:25][cH:26][cH:27]2)=[O:28])[CH2:10][CH2:11]1.[CH3:30][N+:31]1([O-:32])[CH2:33][CH2:34][O:35][CH2:36][CH2:37]1.[CH3:44][C:45]([CH3:46])=[O:47].[Na+:42].[O:48]=[Os:49](=[O:50])(=[O:51])=[O:52].[OH2:29].[OH2:43].[S:38](=[O:39])([OH:40])[O-:41]>>[CH2:1]([CH3:2])[O:3][C:4](=[O:5])[N:6]1[CH2:7][CH2:8][N:9]([C:12]([CH:13]([CH2:14][CH:15]([CH2:16][OH:29])[OH:43])[NH:17][C:18](=[O:19])[O:20][CH2:21][c:22]2[cH:23][cH:24][cH:25][cH:26][cH:27]2)=[O:28])[CH2:10][CH2:11]1. Starting materials: O=C(OCCn1cnc2cnc3ccccc3c21)c1ccccc1, CC(=O)O, OO. Product: O=C(OCCn1cnc2c[n+]([O-])c3ccccc3c21)c1ccccc1. As a reaction SMILES: [C:1]([c:2]1[cH:3][cH:4][cH:5][cH:6][cH:7]1)(=[O:8])[O:9][CH2:10][CH2:11][n:12]1[cH:13][n:14][c:15]2[cH:16][n:17][c:18]3[cH:19][cH:20][cH:21][cH:22][c:23]3[c:24]12.[CH3:27][C:28](=[O:29])[OH:30].[OH:25][OH:26]>>[C:1]([c:2]1[cH:3][cH:4][cH:5][cH:6][cH:7]1)(=[O:8])[O:9][CH2:10][CH2:11][n:12]1[cH:13][n:14][c:15]2[cH:16][n+:17]([O-:25])[c:18]3[cH:19][cH:20][cH:21][cH:22][c:23]3[c:24]12. Starting materials: NC1=CC=C(C(=O)N(C2=CC(=CC=C2)OC)CCN2CCC(CC2)C(C2=CC=C(C=C2)F)=O)C=C1 (4-amino-N-{2-[4-(4-fluorobenzoyl)piperidino]ethyl}-N-(3-methoxyphenyl)benzamide), C(CC)(=O)Cl (propionyl chloride). The product is C(CC)(=O)NC1=CC=C(C(=O)N(C2=CC(=CC=C2)OC)CCN2CCC(CC2)C(C2=CC=C(C=C2)F)=O)C=C1 (4-Propionylamino-N-{2-[4-(4-fluorobenzoyl)piperidino]ethyl}-N-(3-methoxyphenyl)benzamide). The yield is 90.3%. As a reaction SMILES: [NH2:1][C:2]1[CH:35]=[CH:34][C:5]([C:6]([N:8]([CH2:17][CH2:18][N:19]2[CH2:24][CH2:23][CH:22]([C:25](=[O:33])[C:26]3[CH:31]=[CH:30][C:29]([F:32])=[CH:28][CH:27]=3)[CH2:21][CH2:20]2)[C:9]2[CH:14]=[CH:13][CH:12]=[C:11]([O:15][CH3:16])[CH:10]=2)=[O:7])=[CH:4][CH:3]=1.[C:36](Cl)(=[O:39])[CH2:37][CH3:38]>>[C:36]([NH:1][C:2]1[CH:3]=[CH:4][C:5]([C:6]([N:8]([CH2:17][CH2:18][N:19]2[CH2:24][CH2:23][CH:22]([C:25](=[O:33])[C:26]3[CH:27]=[CH:28][C:29]([F:32])=[CH:30][CH:31]=3)[CH2:21][CH2:20]2)[C:9]2[CH:14]=[CH:13][CH:12]=[C:11]([O:15][CH3:16])[CH:10]=2)=[O:7])=[CH:34][CH:35]=1)(=[O:39])[CH2:37][CH3:38]. Procedure details: Using 4-amino-N-{2-[4-(4-fluorobenzoyl)piperidino]ethyl}-N-(3-methoxyphenyl)benzamide (238.0 mg, 0.50 mmol) and propionyl chloride (0.077 ml, 0.60 mmol), the procedure of Inventive Example 94 was repeated to obtain 240.0 mg (90.4%) of the title compound in a yellow amorphous form. Reactants: CO, Cl, NC(CF)(Cc1cnc[nH]1)C(=O)O. Product: COC(=O)C(N)(CF)Cc1cnc[nH]1. As a reaction SMILES: [CH3:15][OH:16].[ClH:14].[NH2:1][C:2]([C:3](=[O:4])[OH:5])([CH2:6][c:7]1[cH:8][n:9][cH:10][nH:11]1)[CH2:12][F:13]>>[NH2:1][C:2]([C:3](=[O:4])[O:5][CH3:15])([CH2:6][c:7]1[cH:8][n:9][cH:10][nH:11]1)[CH2:12][F:13]. Reactants: CC=1C=C(C=CC1)OCC1CO1 (2,3-epoxypropyl 3-methylphenyl ether), N1(C=NC=C1)C1=CC=C(OCCNCC2=CC=CC=C2)C=C1 (2-[4-(1H-imidazol-1-yl)phenoxy]-N-(phenylmethyl)ethanamine). The solvent is CO (methanol). Reaction conditions: temperature 50 celsius. Yields the product N1(C=NC=C1)C1=CC=C(OCCN(CC(COC2=CC(=CC=C2)C)O)CC2=CC=CC=C2)C=C1 (1-[[2-[4-(1H-Imidazol-1-yl)phenoxy]ethyl](phenylmethyl)amino]-3-(3-methylphenoxy)-2-propanol). Reaction SMILES: [CH3:1][C:2]1[CH:3]=[C:4]([O:8][CH2:9][CH:10]2[O:12][CH2:11]2)[CH:5]=[CH:6][CH:7]=1.[N:13]1([C:18]2[CH:34]=[CH:33][C:21]([O:22][CH2:23][CH2:24][NH:25][CH2:26][C:27]3[CH:32]=[CH:31][CH:30]=[CH:29][CH:28]=3)=[CH:20][CH:19]=2)[CH:17]=[CH:16][N:15]=[CH:14]1>CO>[N:13]1([C:18]2[CH:19]=[CH:20][C:21]([O:22][CH2:23][CH2:24][N:25]([CH2:26][C:27]3[CH:28]=[CH:29][CH:30]=[CH:31][CH:32]=3)[CH2:11][CH:10]([OH:12])[CH2:9][O:8][C:4]3[CH:5]=[CH:6][CH:7]=[C:2]([CH3:1])[CH:3]=3)=[CH:33][CH:34]=2)[CH:17]=[CH:16][N:15]=[CH:14]1. Procedure details: To a solution of 2.75 g (17 mmol) 2,3-epoxypropyl 3-methylphenyl ether in 50 mL methanol add 4.4 g (15 mmol) 2-[4-(1H-imidazol-1-yl)phenoxy]-N-(phenylmethyl)ethanamine and heat to 50° C. for 24 h. Follow the progress of the reaction by thin-layer chromatography on silica gel (methylene chloride:methanol, 9:1). At the completion of the reaction, evaporate the solvents. The resulting oil is chromatographed on a silica gel column using 2% methanol in methylene chloride to provide the title compound... Starting materials: Brc1cccc(-n2cccc2)c1, CCOC(C)=O, NC1CCCCC1N, I[Cu]I, [K+], [K+], [K+], CN(C)C=O, O=P([O-])([O-])[O-], Nc1ncnc2[nH]ncc12. Product: Nc1ncnc2c1cnn2-c1cccc(-n2cccc2)c1. Reaction SMILES: [Br:1][c:2]1[cH:3][c:4](-[n:8]2[cH:9][cH:10][cH:11][cH:12]2)[cH:5][cH:6][cH:7]1.[CH3:47][CH2:48][O:49][C:50](=[O:51])[CH3:52].[CH:13]1([NH2:14])[CH2:15][CH2:16][CH2:17][CH2:18][CH:19]1[NH2:20].[Cu:44]([I:45])[I:46].[K+:36].[K+:37].[K+:38].[O:39]=[CH:40][N:41]([CH3:42])[CH3:43].[P:31]([O-:32])([O-:33])([O-:34])=[O:35].[nH:21]1[n:22][cH:23][c:24]2[c:25]1[n:26][cH:27][n:28][c:29]2[NH2:30]>>[c:2]1(-[n:21]2[n:22][cH:23][c:24]3[c:25]2[n:26][cH:27][n:28][c:29]3[NH2:30])[cH:3][c:4](-[n:8]2[cH:9][cH:10][cH:11][cH:12]2)[cH:5][cH:6][cH:7]1.